Dataset: the Open Reaction Database (ORD), a public repository of structured organic reaction records. Task: describe an organic reaction: reactants, conditions, products, and yield The reactants are C1(CCCC1)NC1=NC(=NC2=CC=C(C=C12)O)C#N (4-Cyclopentylamino-6-hydroxy-quinazoline-2-carbonitrile), Cl.ClCCN(C)C ((2-Chloro-ethyl)-dimethyl-amine hydrochloride), C([O-])([O-])=O.[Cs+].[Cs+] (cesiumcarbonate). Solvent: CN(C)C=O (DMF). The product is C1(CCCC1)NC1=NC(=NC2=CC=C(C=C12)OCCN(C)C)C#N (4-Cyclopentylamino-6-(2-dimethylamino-ethoxy)-quinazoline-2-carbonitrile). As a reaction SMILES: [CH:1]1([NH:6][C:7]2[C:16]3[C:11](=[CH:12][CH:13]=[C:14]([OH:17])[CH:15]=3)[N:10]=[C:9]([C:18]#[N:19])[N:8]=2)[CH2:5][CH2:4][CH2:3][CH2:2]1.Cl.Cl[CH2:22][CH2:23][N:24]([CH3:26])[CH3:25].C(=O)([O-])[O-].[Cs+].[Cs+]>CN(C=O)C>[CH:1]1([NH:6][C:7]2[C:16]3[C:11](=[CH:12][CH:13]=[C:14]([O:17][CH2:22][CH2:23][N:24]([CH3:26])[CH3:25])[CH:15]=3)[N:10]=[C:9]([C:18]#[N:19])[N:8]=2)[CH2:2][CH2:3][CH2:4][CH2:5]1 |f:1.2,3.4.5|. Reported procedure: 4-Cyclopentylamino-6-hydroxy-quinazoline-2-carbonitrile (0.4 mmol), (2-Chloro-ethyl)-dimethyl-amine hydrochloride (0.55 mmol) and cesiumcarbonate (3.5 mmol) are stirred in DMF (3 ml) at RT for 20 hours. The suspension is filtered, washed with little DMF and water is added to the filtrate until the solution gets turbide. The precipitate formed is filtered off and dried (vacuum). A white powder with mp. 158-160° C., Rf=0.51 (CH2Cl2/MeOH=9:2) is obtained. Starting materials: CO, Cl, O, COc1ccccc1N1CCN(CC(O)c2ccccc2)CC1, O=S(Cl)Cl, c1c[nH]cn1. The product is COc1ccccc1N1CCN(CC(c2ccccc2)n2ccnc2)CC1. RXN SMILES: [CH3:34][OH:35].[ClH:1].[OH2:36].[OH:2][CH:3]([CH2:4][N:5]1[CH2:6][CH2:7][N:8]([c:11]2[c:12]([O:17][CH3:18])[cH:13][cH:14][cH:15][cH:16]2)[CH2:9][CH2:10]1)[c:19]1[cH:20][cH:21][cH:22][cH:23][cH:24]1.[S:25]([Cl:26])([Cl:27])=[O:28].[nH:29]1[cH:30][n:31][cH:32][cH:33]1>>[CH:3]([CH2:4][N:5]1[CH2:6][CH2:7][N:8]([c:11]2[c:12]([O:17][CH3:18])[cH:13][cH:14][cH:15][cH:16]2)[CH2:9][CH2:10]1)([c:19]1[cH:20][cH:21][cH:22][cH:23][cH:24]1)[n:29]1[cH:30][n:31][cH:32][cH:33]1. The reactants are C1=CN(C=N1)C(=O)N2C=CN=C2 (CDI), NC=1C(=NC(=CN1)NC1=CC=CC=C1)C(=O)O (3-amino-6-anilino-pyrazine-2-carboxylic acid), COC1=C(N)C=CC=C1 (2-Methoxyaniline). Run in CN(C)C=O (DMF). Reaction conditions: time 1 hour. The product is NC=1C(=NC(=CN1)NC1=CC=CC=C1)C(=O)NC1=C(C=CC=C1)OC (3-Amino-6-anilino-N-(2-methoxyphenyl)pyrazine-2-carboxamide). The yield is 8.7%. RXN SMILES: C1N=CN(C(N2C=NC=C2)=O)C=1.[NH2:13][C:14]1[C:15]([C:27]([OH:29])=O)=[N:16][C:17]([NH:20][C:21]2[CH:26]=[CH:25][CH:24]=[CH:23][CH:22]=2)=[CH:18][N:19]=1.[CH3:30][O:31][C:32]1[CH:38]=[CH:37][CH:36]=[CH:35][C:33]=1[NH2:34]>CN(C=O)C>[NH2:13][C:14]1[C:15]([C:27]([NH:34][C:33]2[CH:35]=[CH:36][CH:37]=[CH:38][C:32]=2[O:31][CH3:30])=[O:29])=[N:16][C:17]([NH:20][C:21]2[CH:22]=[CH:23][CH:24]=[CH:25][CH:26]=2)=[CH:18][N:19]=1. Reported procedure: CDI (92.98 mg, 0.5734 mmol) was added to a solution of 3-amino-6-anilino-pyrazine-2-carboxylic acid (110 mg, 0.4778 mmol) in DMF (1.5 mL) and the reaction stirred at ambient temperature for 1 hour. 2-Methoxyaniline (88.26 mg, 0.7167 mmol) was added and the reaction mixture left to stir at ambient temperature for 48 hours. The reaction mixture was purified directly by reverse phase preparative HPLC [Waters Sunfire C18, 10 mM, 100 Å column, gradient 10%-95% B (solvent A: 0.05% TFA in water; solven... Procedure: Following the procedure described in Example 12, the reaction of 2-chloromethyl-4-(2-furylmethylthio)-3-methylpyridine hydrochloride with 2-mercapto-5-(2,2,2-trifluoroethoxy)-1H-benzimidazole in isopropanol gives the title compound as a colorless solid; m.p. 161-163° C. (decomp.). RXN SMILES: [ClH:1].[Cl:2][CH2:3][C:4]1[C:9]([CH3:10])=[C:8]([S:11][CH2:12][C:13]2[O:14][CH:15]=[CH:16][CH:17]=2)[CH:7]=[CH:6][N:5]=1.[SH:18][C:19]1[NH:23][C:22]2[CH:24]=[CH:25][C:26]([O:28][CH2:29][C:30]([F:33])([F:32])[F:31])=[CH:27][C:21]=2[N:20]=1>C(O)(C)C>[ClH:2].[ClH:1].[O:14]1[CH:15]=[CH:16][CH:17]=[C:13]1[CH2:12][S:11][C:8]1[CH:7]=[CH:6][N:5]=[C:4]([CH2:3][S:18][C:19]2[NH:23][C:22]3[CH:24]=[CH:25][C:26]([O:28][CH2:29][C:30]([F:33])([F:31])[F:32])=[CH:27][C:21]=3[N:20]=2)[C:9]=1[CH3:10] |f:0.1,4.5.6|. Run in C(C)(C)O (isopropanol). Starting materials: Cl.ClCC1=NC=CC(=C1C)SCC=1OC=CC1 (2-chloromethyl-4-(2-furylmethylthio)-3-methylpyridine hydrochloride), SC1=NC2=C(N1)C=CC(=C2)OCC(F)(F)F (2-mercapto-5-(2,2,2-trifluoroethoxy)-1H-benzimidazole). The product is Cl.Cl.O1C(=CC=C1)CSC1=C(C(=NC=C1)CSC1=NC2=C(N1)C=CC(=C2)OCC(F)(F)F)C (2-{[[4-(2-Furylmethylthio)-3-methyl-2-pyridinyl]methyl]thio}-5-(2,2,2-trifluoroethoxy)-1H-benzimidazole dihydrochloride). The reactants are COCc1nc(-c2cn3c(n2)-c2cc(Br)ccc2OCC3)n(C(C)C)n1, ClCCl. The product is COCc1nc(-c2cn3c(n2)-c2ccccc2OCC3)n(C(C)C)n1. As a reaction SMILES: [Br:1][c:2]1[cH:3][cH:4][c:5]2[c:6]([cH:26]1)-[c:7]1[n:8][c:9](-[c:15]3[n:16]([CH:23]([CH3:24])[CH3:25])[n:17][c:18]([CH2:20][O:21][CH3:22])[n:19]3)[cH:10][n:11]1[CH2:12][CH2:13][O:14]2.[Cl:27][CH2:28][Cl:29]>>[cH:2]1[cH:3][cH:4][c:5]2[c:6]([cH:26]1)-[c:7]1[n:8][c:9](-[c:15]3[n:16]([CH:23]([CH3:24])[CH3:25])[n:17][c:18]([CH2:20][O:21][CH3:22])[n:19]3)[cH:10][n:11]1[CH2:12][CH2:13][O:14]2.